From a dataset of the Open Reaction Database (ORD), a public repository of structured organic reaction records. describe an organic reaction: reactants, conditions, products, and yield The reactants are Cc1cc([N+](=O)[O-])c(C)c([N+](=O)[O-])c1N, CC(C)(C)ON=O, CN(C)C=O. Yields the product Cc1cc([N+](=O)[O-])c(C)c([N+](=O)[O-])c1. As a reaction SMILES: [CH3:8][c:9]1[c:10]([N+:20](=[O:21])[O-:22])[c:11]([NH2:19])[c:12]([CH3:18])[cH:13][c:14]1[N+:15](=[O:16])[O-:17].[N:1]([O:2][C:3]([CH3:4])([CH3:5])[CH3:6])=[O:7].[O:23]=[CH:24][N:25]([CH3:26])[CH3:27]>>[CH3:8][c:9]1[c:10]([N+:20](=[O:21])[O-:22])[cH:11][c:12]([CH3:18])[cH:13][c:14]1[N+:15](=[O:16])[O-:17]. Reactants: C(C1=CC=CC=C1)OC=1C=C(CNC(=S)N)C=CC1OC (1-(3-Benzyloxy-4-methoxy-benzyl)-2-thiourea), CC(C)(C)[O-].[K+] (t-BuOK), CC(C)(C)[O-].[K+] (t-BuOK), C(#N)CC(=O)OCC (ethyl cyanoacetate), C(#N)CC(=O)OCC (ethyl cyanoacetate), Cl (HCl). Solvent: C(C)(C)O (isopropanol), CC(=O)C (acetone), O (water). Conditions: time 1 hour. The product is NC1=CC(NC(N1CC1=CC(=C(C=C1)OC)OCC1=CC=CC=C1)=S)=O (6-amino-1-(3-benzyloxy-4-methoxy-benzyl)-2-thiouracil). The yield is 74.1%. RXN SMILES: [CH2:1]([O:8][C:9]1[CH:10]=[C:11]([CH:17]=[CH:18][C:19]=1[O:20][CH3:21])[CH2:12][NH:13][C:14]([NH2:16])=[S:15])[C:2]1[CH:7]=[CH:6][CH:5]=[CH:4][CH:3]=1.CC([O-])(C)C.[K+].[C:28]([CH2:30][C:31](OCC)=[O:32])#[N:29].Cl>C(O)(C)C.CC(C)=O.O>[NH2:29][C:28]1[N:13]([CH2:12][C:11]2[CH:17]=[CH:18][C:19]([O:20][CH3:21])=[C:9]([O:8][CH2:1][C:2]3[CH:3]=[CH:4][CH:5]=[CH:6][CH:7]=3)[CH:10]=2)[C:14](=[S:15])[NH:16][C:31](=[O:32])[CH:30]=1 |f:1.2|. Procedure details: 1-(3-Benzyloxy-4-methoxy-benzyl)-2-thiourea (72.58 g, 240 mmole) was added to a solution of 97% t-BuOK (30.54 g, 264 mmole) in isopropanol (300 ml), the mixture heated under reflux until dissolution was complete, then ethyl cyanoacetate (26.1 .ml, 245 mmole) was added. After 5 hours at reflux, the mixture was cooled slightly, another batch of t-BuOK (2.78 g, 24 mmole) and ethyl cyanoacetate (5.12 ml, 48 mmole) was added, and the mixture heated under reflux for a further 15 hours. The reaction mi... Reactants: NC1=NN=C2C=3C=C(C(=NC3C=CN21)C2=CC=C(C=C2)C2(CC(C2)(F)F)NC(OC(C)(C)C)=O)C2=CC=CC=C2 (tert-butyl {1-[4-(3-amino-9-phenyl[1,2,4]triazolo[3,4-f]-1,6-naphthyridin-8-yl)phenyl]-3,3-difluorocyclobutyl}carbamate), C(=O)(C(F)(F)F)O (TFA). Solvent: C(Cl)(Cl)Cl (CHCl3). Reaction conditions: time 1 hour. The product is NC1(CC(C1)(F)F)C1=CC=C(C=C1)C1=NC=2C=CN3C(C2C=C1C1=CC=CC=C1)=NN=C3N (8-[4-(1-amino-3,3-difluorocyclobutyl)phenyl]-9-phenyl[1,2,4]triazolo[3,4-f]-1,6-naphthyridin-3-amine). RXN SMILES: [NH2:1][C:2]1[N:14]2[C:5]([C:6]3[CH:7]=[C:8]([C:35]4[CH:40]=[CH:39][CH:38]=[CH:37][CH:36]=4)[C:9]([C:15]4[CH:20]=[CH:19][C:18]([C:21]5([NH:27]C(=O)OC(C)(C)C)[CH2:24][C:23]([F:26])([F:25])[CH2:22]5)=[CH:17][CH:16]=4)=[N:10][C:11]=3[CH:12]=[CH:13]2)=[N:4][N:3]=1.C(O)(C(F)(F)F)=O>C(Cl)(Cl)Cl>[NH2:27][C:21]1([C:18]2[CH:17]=[CH:16][C:15]([C:9]3[C:8]([C:35]4[CH:40]=[CH:39][CH:38]=[CH:37][CH:36]=4)=[CH:7][C:6]4[C:5]5=[N:4][N:3]=[C:2]([NH2:1])[N:14]5[CH:13]=[CH:12][C:11]=4[N:10]=3)=[CH:20][CH:19]=2)[CH2:24][C:23]([F:25])([F:26])[CH2:22]1. Reported procedure: To a mixture of {1-[4-(3-amino-9-phenyl[1,2,4]triazolo[3,4-f]-1,6-naphthyridin-8-yl)phenyl]-3,3-difluorocyclobutyl}carbamate (5-18) (4 mg, 0.007 mmol) in CHCl3 (0.5 mL) was added TFA (0.5 mL), and the mixture was stirred at room temperature for 1 hour. The solvent was concentrated under reduced pressure and the residue was purified by reverse phase column chromatography (Sunfire C18) eluting with 5 to 95% acetonitrile/(0.1% TFA/water) gradient. The appropriate fractions were free based by suspen... Reactants: O=C([O-])[O-], O=C([O-])O, Cc1ccc(S(=O)(=O)OCF)cc1, CN(C)C=O, [K+], [K+], [Na+], CSc1ncc(C#N)c(-c2cnc3c(O)cccn23)n1. The product is CSc1ncc(C#N)c(-c2cnc3c(OCF)cccn23)n1. As a reaction SMILES: [C:21](=[O:22])([O-:23])[O-:24].[C:40](=[O:41])([O-:42])[OH:43].[CH3:27][c:28]1[cH:29][cH:30][c:31]([S:32]([O:33][CH2:38][F:39])(=[O:34])=[O:35])[cH:36][cH:37]1.[CH3:45][N:46]([CH3:47])[CH:48]=[O:49].[K+:25].[K+:26].[Na+:44].[OH:1][c:2]1[c:3]2[n:4]([cH:5][cH:6][cH:7]1)[c:8](-[c:11]1[n:12][c:13]([S:19][CH3:20])[n:14][cH:15][c:16]1[C:17]#[N:18])[cH:9][n:10]2>>[O:1]([c:2]1[c:3]2[n:4]([cH:5][cH:6][cH:7]1)[c:8](-[c:11]1[n:12][c:13]([S:19][CH3:20])[n:14][cH:15][c:16]1[C:17]#[N:18])[cH:9][n:10]2)[CH2:38][F:39]. The reactants are CC1CN(C(=O)OC(C)(C)C)CCC1=O, CCOC(=O)C1CCN(C(=O)OC(C)(C)C)CCC1=O. Yields the product CCOC(=O)C1CCN(C(=O)OC(C)(C)C)CC(C)C1=O. Reaction SMILES: [CH3:21][CH:22]1[C:23](=[O:24])[CH2:25][CH2:26][N:27]([C:28]([O:29][C:30]([CH3:31])([CH3:32])[CH3:33])=[O:34])[CH2:35]1.[O:1]=[C:2]1[CH:3]([C:16](=[O:17])[O:18][CH2:19][CH3:20])[CH2:4][CH2:5][N:6]([C:9](=[O:10])[O:11][C:12]([CH3:13])([CH3:14])[CH3:15])[CH2:7][CH2:8]1>>[O:1]=[C:2]1[CH:3]([C:16](=[O:17])[O:18][CH2:19][CH3:20])[CH2:4][CH2:5][N:6]([C:9](=[O:10])[O:11][C:12]([CH3:13])([CH3:14])[CH3:15])[CH2:7][CH:8]1[CH3:21]. Reactants: N1N=CC(=C1)C(=O)OCC (ethyl 1H-pyrazole-4-carboxylate), C(=O)([O-])[O-].[K+].[K+] (K2CO3), C1=CC=C(C=C1)CBr (BnBr). The solvent is CC#N (CH3CN). As a reaction SMILES: [NH:1]1[CH:5]=[C:4]([C:6]([O:8][CH2:9][CH3:10])=[O:7])[CH:3]=[N:2]1.C([O-])([O-])=O.[K+].[K+].[CH:17]1[CH:22]=[CH:21][C:20]([CH2:23]Br)=[CH:19][CH:18]=1>CC#N>[CH2:23]([N:1]1[CH:5]=[C:4]([C:6]([O:8][CH2:9][CH3:10])=[O:7])[CH:3]=[N:2]1)[C:20]1[CH:21]=[CH:22][CH:17]=[CH:18][CH:19]=1 |f:1.2.3|. The yield is 92.1%. Conditions: time 18 hour. The product is C(C1=CC=CC=C1)N1N=CC(=C1)C(=O)OCC (Ethyl 1-benzyl-1H-pyrazole-4-carboxylate). Procedure details: To a mixture of ethyl 1H-pyrazole-4-carboxylate (35.0 g, 250 mmol) and K2CO3 (69.0 g, 500 mmol) in CH3CN (250 mL) was added BnBr (42.7 g, 250 mmol). The mixture was stirred at RT for 18 h and concentrated. The residue was suspended in EA (500 mL), washed with water (200 mL×2), dried over Na2SO4 and concentrated to give the desired compound as a white solid (53.0 g, 91.2%). 1H NMR (DMSO-d6) δ 8.46 (s, 1H), 7.88 (s, 1H), 7.41-7.19 (m, 5H), 5.37 (s, 2H), 4.21 (q, 2H, J=5.4 Hz), 1.25 (t, 3H, J=5.4 H...